The task is: describe an organic reaction: reactants, conditions, products, and yield. This data is from the Open Reaction Database (ORD), a public repository of structured organic reaction records. The reactants are COC(N(C)C)OC (dimethylformamide dimethyl acetal), C(C)OC(CC1=NC=C(C=C1[N+](=O)[O-])C)=O ((5-methyl-3-nitro-pyridin-2yl)-acetic acid ethyl ester). Solvent: CN(C)C=O (DMF), CN(C)C=O (DMF). Run at temperature 60 celsius. The product is C(C)OC(C(=CN(C)C)C1=NC=C(C=C1[N+](=O)[O-])C)=O (3-dimethylamino-2-(5-methyl-3-nitro-pyridin-2-yl)-acrylic acid ethyl ester). As a reaction SMILES: CO[CH:3](OC)[N:4]([CH3:6])[CH3:5].[CH2:9]([O:11][C:12](=[O:24])[CH2:13][C:14]1[C:19]([N+:20]([O-:22])=[O:21])=[CH:18][C:17]([CH3:23])=[CH:16][N:15]=1)[CH3:10]>CN(C=O)C>[CH2:9]([O:11][C:12](=[O:24])[C:13]([C:14]1[C:19]([N+:20]([O-:22])=[O:21])=[CH:18][C:17]([CH3:23])=[CH:16][N:15]=1)=[CH:3][N:4]([CH3:5])[CH3:6])[CH3:10]. Procedure: A solution of dimethylformamide dimethyl acetal (4 g, 0.033 mol) in dry DMF (10 mL) is added to a solution of (5-methyl-3-nitro-pyridin-2yl)-acetic acid ethyl ester (5 g, 0.022 mol) in dry DMF (20 mL) to give a red solution. This solution is heated at 60° C. under reduced pressure for 3 h. DMF and other volatile components are evaporated under reduced pressure to obtain 3-dimethylamino-2-(5-methyl-3-nitro-pyridin-2-yl)-acrylic acid ethyl ester as an viscous oil which was used without further pur... The reactants are [Br-].CC(\C=C\C1C(=CCCC1(C)C)C)[N+](CCBr)(C)C ([1-methyl-3-(2,6,6-trimethyl-2-cyclohexenyl)-2(trans)-propenyl]dimethyl(2-bromoethyl)ammonium bromide), [I-].[K+] (potassium iodide), C(C)O (ethanol). Solvent: O (water). The product is [I-].CC(\C=C\C1C(=CCCC1(C)C)C)[N+](CCBr)(C)C ([1-methyl-3-(2,6,6-trimethyl-2-cyclohexenyl)-2(trans)-propenyl]dimethyl(2-bromoethyl)ammonium iodide). The yield is 89.7%. As a reaction SMILES: [Br-].[CH3:2][CH:3]([N+:15]([CH3:20])([CH3:19])[CH2:16][CH2:17][Br:18])/[CH:4]=[CH:5]/[CH:6]1[C:11]([CH3:13])([CH3:12])[CH2:10][CH2:9][CH:8]=[C:7]1[CH3:14].[I-:21].[K+].C(O)C>O>[I-:21].[CH3:2][CH:3]([N+:15]([CH3:20])([CH3:19])[CH2:16][CH2:17][Br:18])/[CH:4]=[CH:5]/[CH:6]1[C:11]([CH3:12])([CH3:13])[CH2:10][CH2:9][CH:8]=[C:7]1[CH3:14] |f:0.1,2.3,6.7|. Procedure: A solution of [1-methyl-3-(2,6,6-trimethyl-2-cyclohexenyl)-2(trans)-propenyl]dimethyl(2-bromoethyl)ammonium bromide (1 g) and potassium iodide (0.54 g) in a mixed solvent of ethanol (5 cc) and water (5 cc) was stirred for 30 minutes at room temperature, and the reaction mixture was concentrated under reduced pressure. The residue was extracted with chloroform, and the solvent of the chloroform layer was distilled off. To the residue was added benzene, and the benzene layer was concentrated to dr... Starting materials: [BH-](OC(=O)C)(OC(=O)C)OC(=O)C.[Na+] (NaBH(OAc)3), CCN(C(C)C)C(C)C (DIEA), C(C)(C)(C)OC(=O)NCCNC1=C(C=CC=C1)N1CCN(CC1)C([C@@H](CC1=CC=C(C=C1)Cl)NC(=O)[C@H]1N(CC2=CC=CC=C2C1)C(=O)OC(C)(C)C)=O (tert-butyl 3-[N-((1R)-2-{4-[2-({2-[(tert-butoxy)carbonylamino]ethyl}amino)phenyl]-piperazinyl}-1-[(4-chlorophenyl)methyl]-2-oxoethyl)-carbamoyl](3S)-1,2,3,4-tetrahydroisoquinoline-2-carboxylate), NC1=C(C=CC=C1)N1CCN(CC1)C([C@@H](CC1=CC=C(C=C1)Cl)NC(=O)[C@H]1N(CC2=CC=CC=C2C1)C(=O)OC(C)(C)C)=O (tert-butyl 3-(N-{(1R)-2-[4-(2-aminophenyl)piperazinyl]-1-[(4-chlorophenyl)methyl]-2-oxoethyl}carbamoyl)(3S)-1,2,3,4-tetrahydroisoquinoline-2-carboxylate), C(C)(C)(C)OC(NCC=O)=O (tert-butyl-N-(2-oxoethyl)carbamate). Run in C(CCl)Cl (ClCH2CH2Cl), C(CCl)Cl (ClCH2CH2Cl). The product is NCCNC1=C(C=CC=C1)N1CCN(CC1)C([C@@H](CC1=CC=C(C=C1)Cl)NC(=O)[C@H]1NCC2=CC=CC=C2C1)=O (N-[(1R)-2-(4-{2-[(2-Aminoethyl)amino]phenyl}piperazinyl)-1-[(4-chlorophenyl)methyl]-2-oxoethyl]((3S)(3-1,2,3,4-tetrahydroisoquinolyl))carboxamide). Reaction SMILES: CCN(C(C)C)C(C)C.C(OC([NH:17][CH2:18][CH2:19][NH:20][C:21]1[CH:26]=[CH:25][CH:24]=[CH:23][C:22]=1[N:27]1[CH2:32][CH2:31][N:30]([C:33](=[O:63])[C@H:34]([NH:43][C:44]([C@@H:46]2[CH2:55][C:54]3[C:49](=[CH:50][CH:51]=[CH:52][CH:53]=3)[CH2:48][N:47]2C(OC(C)(C)C)=O)=[O:45])[CH2:35][C:36]2[CH:41]=[CH:40][C:39]([Cl:42])=[CH:38][CH:37]=2)[CH2:29][CH2:28]1)=O)(C)(C)C.NC1C=CC=CC=1N1CCN(C(=O)[C@H](NC([C@@H]2CC3C(=CC=CC=3)CN2C(OC(C)(C)C)=O)=O)CC2C=CC(Cl)=CC=2)CC1.C(OC(=O)NCC=O)(C)(C)C.[BH-](OC(C)=O)(OC(C)=O)OC(C)=O.[Na+]>C(Cl)CCl>[NH2:17][CH2:18][CH2:19][NH:20][C:21]1[CH:26]=[CH:25][CH:24]=[CH:23][C:22]=1[N:27]1[CH2:28][CH2:29][N:30]([C:33](=[O:63])[C@H:34]([NH:43][C:44]([C@@H:46]2[CH2:55][C:54]3[C:49](=[CH:50][CH:51]=[CH:52][CH:53]=3)[CH2:48][NH:47]2)=[O:45])[CH2:35][C:36]2[CH:41]=[CH:40][C:39]([Cl:42])=[CH:38][CH:37]=2)[CH2:31][CH2:32]1 |f:4.5|. Reported procedure: Following the procedure for the synthesis of Example 40 Step 3 (without DIEA), tert-butyl 3-[N-((1R)-2-{4-[2-({2-[(tert-butoxy)carbonylamino]ethyl}amino)phenyl]-piperazinyl}-1-[(4-chlorophenyl)methyl]-2-oxoethyl)-carbamoyl](3S)-1,2,3,4-tetrahydroisoquinoline-2-carboxylate was prepared from tert-butyl 3-(N-{(1R)-2-[4-(2-aminophenyl)piperazinyl]-1-[(4-chlorophenyl)-methyl]-2-oxoethyl}carbamoyl)(3S)-1,2,3,4-tetrahydro-isoquinoline-2-carboxylate (Preparation IX) (630 mg, 1.0 mmol) in 2 mL of ClCH2CH... Reactants: ClC=1C=C(C=CC1Cl)[C@]1(CN(CC1)C(C1=CC(=C(C(=C1)OC)OC)OC)=O)CCCS(=O)(=O)[O-] ((S)-2-[3-(3,4-dichloro-phenyl)-1-(3,4,5-trimethoxy-benzoyl)-pyrrolidin-3-yl]-ethyl-methanesulfonate), Cl.N1(CCCCC1)C(=O)N.C1(=CC=CC=C1)C1(CCNCC1)C(=O)O (4-phenyl-piperidine-4-carboxylic acid piperidine-amide hydrochloride). Run in CO.ClCCl (methanol dichloromethane), CO.ClCCl (methanol dichloromethane), CO.ClCCl (methanol dichloromethane), CO.ClCCl (methanol dichloromethane). Yields the product N1(CCCCC1)C(=O)N.ClC=1C=C(C=CC1Cl)[C@@]1(CN(CC1)C(C1=CC(=C(C(=C1)OC)OC)OC)=O)CCN1CCC(CC1)(C(=O)O)C1=CC=CC=C1 ((R)-1-[2-[3-(3,4-dichloro-phenyl)-1-(3,4,5-trimethoxy-benzoyl)-pyrrolidin-3-yl]-ethyl]-4-phenyl-piperidine-4-carboxylic acid piperidine-amide). RXN SMILES: [Cl:1][C:2]1[CH:3]=[C:4]([C@:9]2([CH2:28][CH2:29]CS([O-])(=O)=O)[CH2:13][CH2:12][N:11]([C:14](=[O:27])[C:15]3[CH:20]=[C:19]([O:21][CH3:22])[C:18]([O:23][CH3:24])=[C:17]([O:25][CH3:26])[CH:16]=3)[CH2:10]2)[CH:5]=[CH:6][C:7]=1[Cl:8].Cl.[N:36]1([C:42]([NH2:44])=[O:43])[CH2:41][CH2:40][CH2:39][CH2:38][CH2:37]1.[C:45]1([C:51]2([C:57]([OH:59])=[O:58])[CH2:56][CH2:55][NH:54][CH2:53][CH2:52]2)[CH:50]=[CH:49][CH:48]=[CH:47][CH:46]=1>CO.ClCCl>[N:36]1([C:42]([NH2:44])=[O:43])[CH2:41][CH2:40][CH2:39][CH2:38][CH2:37]1.[Cl:1][C:2]1[CH:3]=[C:4]([C@@:9]2([CH2:28][CH2:29][N:54]3[CH2:53][CH2:52][C:51]([C:45]4[CH:46]=[CH:47][CH:48]=[CH:49][CH:50]=4)([C:57]([OH:59])=[O:58])[CH2:56][CH2:55]3)[CH2:13][CH2:12][N:11]([C:14](=[O:27])[C:15]3[CH:20]=[C:19]([O:21][CH3:22])[C:18]([O:23][CH3:24])=[C:17]([O:25][CH3:26])[CH:16]=3)[CH2:10]2)[CH:5]=[CH:6][C:7]=1[Cl:8] |f:1.2.3,4.5,6.7|. Reported procedure: Prepare by the method of Example 88.6 using (S)-2-[3-(3,4-dichloro-phenyl)-1-(3,4,5-trimethoxy-benzoyl)-pyrrolidin-3-yl]-ethyl-methanesulfonate and 4-phenyl-piperidine-4-carboxylic acid piperidine-amide hydrochloride to give, after chromatography on silica gel eluting sequentially with 1% methanol/dichloromethane, 1.5% methanol/dichloromethane, 2% methanol/dichloromethane, and then 2.5% methanol/dichloromethane, the title compound: Rf =0.27 (silica gel, 6% methanol/dichloromethane). Reaction conditions: time 16 hour. Procedure: A mixture of tert-butyl α-(1-azidomethyl)-3-(2-methylpropyl)-2-oxo-1-(2-phenylethyl)-3-pyrrolidineacetate (648 mg, 1.56 mmol) and 10% palladium on carbon (163 mg) in EtOH (25 mL) is hydrogenated at 30 psi in a Parr flask for 16 hours. The mixture is filtered, rinsing the residual solids with MeOH and CH2 Cl2. The filtrate is concentrated and purified by silica gel chromatography (15 g SG; EtOAc, 15% MeOH/EtOAc) to provide 356 mg (57%) of the title compound as a partially crystalline solid: Starting materials: N(=[N+]=[N-])CC(C(=O)OC(C)(C)C)C1(C(N(CC1)CCC1=CC=CC=C1)=O)CC(C)C (tert-butyl α-(1-azidomethyl)-3-(2-methylpropyl)-2-oxo-1-(2-phenylethyl)-3-pyrrolidineacetate). Solvent: CCO (EtOH). The product is NCC(C(=O)OC(C)(C)C)C1(C(N(CC1)CCC1=CC=CC=C1)=O)CC(C)C (tert-Butyl α-(1-Aminomethyl)-3-(2-methylpropyl)-2-oxo-1-(2-phenylethyl)-3-pyrrolidineacetate). Yield: 58.7%. The reagents and catalysts are [Pd] (palladium on carbon). As a reaction SMILES: [N:1]([CH2:4][CH:5]([C:13]1([CH2:27][CH:28]([CH3:30])[CH3:29])[CH2:17][CH2:16][N:15]([CH2:18][CH2:19][C:20]2[CH:25]=[CH:24][CH:23]=[CH:22][CH:21]=2)[C:14]1=[O:26])[C:6]([O:8][C:9]([CH3:12])([CH3:11])[CH3:10])=[O:7])=[N+]=[N-]>[Pd].CCO>[NH2:1][CH2:4][CH:5]([C:13]1([CH2:27][CH:28]([CH3:30])[CH3:29])[CH2:17][CH2:16][N:15]([CH2:18][CH2:19][C:20]2[CH:21]=[CH:22][CH:23]=[CH:24][CH:25]=2)[C:14]1=[O:26])[C:6]([O:8][C:9]([CH3:12])([CH3:11])[CH3:10])=[O:7]. Product: N#Cc1ccc(CN2CC=C(c3nc4ccccc4s3)CC2)cc1. As a reaction SMILES: [Br:17][CH2:18][c:19]1[cH:20][cH:21][c:22]([C:25]#[N:26])[cH:23][cH:24]1.[ClH:1].[s:2]1[c:3]([C:11]2=[CH:16][CH2:15][NH:14][CH2:13][CH2:12]2)[n:4][c:5]2[c:6]1[cH:7][cH:8][cH:9][cH:10]2>>[s:2]1[c:3]([C:11]2=[CH:16][CH2:15][N:14]([CH2:18][c:19]3[cH:20][cH:21][c:22]([C:25]#[N:26])[cH:23][cH:24]3)[CH2:13][CH2:12]2)[n:4][c:5]2[c:6]1[cH:7][cH:8][cH:9][cH:10]2. The reactants are N#Cc1ccc(CBr)cc1, Cl, C1=C(c2nc3ccccc3s2)CCNC1. Starting materials: C(OC1=CC=C(C=C1)[N+](=O)[O-])(O[C@H](C(F)(F)F)C)=O (4-nitrophenyl (2S)-1,1,1-trifluoropropan-2-yl carbonate), CCN(C(C)C)C(C)C (DIEA), N[C@@H]1CN(C[C@H]1C)C1=NC(=CC(=N1)NC1=NNC=C1)C (2-[(3S,4R)-3-amino-4-methylpyrrolidin-1-yl]-6-methyl-N-(1H-pyrazol-3-yl)pyrimidin-4-amine). Solvent: C(Cl)(Cl)Cl (CHCl3). Reaction conditions: temperature 60 celsius. Product: FC([C@H](C)OC(N[C@H]1CN(C[C@H]1C)C1=NC(=CC(=N1)C)NC1=NNC=C1)=O)(F)F ((2S)-1,1,1-trifluoropropan-2-yl{(3R,4R)-4-methyl-1-[4-methyl-6-(1H-pyrazol-3-ylamino)pyrimidin-2-yl]pyrrolidin-3-yl}carbamate). As a reaction SMILES: [NH2:1][C@H:2]1[C@H:6]([CH3:7])[CH2:5][N:4]([C:8]2[N:13]=[C:12]([NH:14][C:15]3[CH:19]=[CH:18][NH:17][N:16]=3)[CH:11]=[C:10]([CH3:20])[N:9]=2)[CH2:3]1.[C:21](=O)([O:32][C@@H:33]([CH3:38])[C:34]([F:37])([F:36])[F:35])[O:22]C1C=CC([N+]([O-])=O)=CC=1.CCN(C(C)C)C(C)C>C(Cl)(Cl)Cl>[F:35][C:34]([F:37])([F:36])[C@@H:33]([O:32][C:21](=[O:22])[NH:1][C@@H:2]1[C@H:6]([CH3:7])[CH2:5][N:4]([C:8]2[N:9]=[C:10]([CH3:20])[CH:11]=[C:12]([NH:14][C:15]3[CH:19]=[CH:18][NH:17][N:16]=3)[N:13]=2)[CH2:3]1)[CH3:38]. Procedure details: To a mixture of 2-[(3S,4R)-3-amino-4-methylpyrrolidin-1-yl]-6-methyl-N-(1H-pyrazol-3-yl)pyrimidin-4-amine (20 mg) in CHCl3 (10 ml) was added 4-nitrophenyl (2S)-1,1,1-trifluoropropan-2-yl carbonate (41 mg) prepared in Step 1 of Example 1 and DIEA (19 mg) at room temperature. After 4-hour stirring at 60° C., the resulting mixture was cooled to room temperature and concentrated. The residue was diluted with MeOH (5 mL). To the resulting mixture was added potassium carbonate (100 mg) at 0° C. and st... Starting materials: C(C1=CC=CC=C1)(=O)NC1=CC=C(C=C1)C1=CC=C2CN(C(C2=C1)=O)[C@H](C(=O)OC)C(C)C ((S)-Methyl 2-(6-(4-benzamidophenyl)-1-oxoisoindolin-2-yl)-3-methylbutanoate), NC1=CC=C(C=C1)C1=CC=C2CN(C(C2=C1)=O)C1(CC1)C(=O)OC (Methyl 1-(6-(4-aminophenyl)-1-oxoisoindolin-2-yl)cyclopropanecarboxylate), ClC1=CC=C(C(=O)Cl)C=C1 (4-chloro benzoyl chloride). Product: ClC1=CC=C(C(=O)NC2=CC=C(C=C2)C2=CC=C3CN(C(C3=C2)=O)C2(CC2)C(=O)OC)C=C1 (Methyl 1-(6-(4-(4-chlorobenzamido)phenyl)-1-oxoisoindolin-2-yl)cyclopropane carboxylate). Yield: 95.0%. RXN SMILES: [C:1]([NH:9][C:10]1[CH:15]=[CH:14][C:13]([C:16]2[CH:24]=[C:23]3[C:19]([CH2:20][N:21]([C@@H:26]([CH:31]([CH3:33])C)[C:27]([O:29][CH3:30])=[O:28])[C:22]3=[O:25])=[CH:18][CH:17]=2)=[CH:12][CH:11]=1)(=[O:8])[C:2]1[CH:7]=[CH:6][CH:5]=[CH:4][CH:3]=1.NC1C=CC(C2C=C3C(CN(C4(C(OC)=O)CC4)C3=O)=CC=2)=CC=1.[Cl:58]C1C=CC(C(Cl)=O)=CC=1>>[Cl:58][C:5]1[CH:4]=[CH:3][C:2]([C:1]([NH:9][C:10]2[CH:11]=[CH:12][C:13]([C:16]3[CH:24]=[C:23]4[C:19]([CH2:20][N:21]([C:26]5([C:27]([O:29][CH3:30])=[O:28])[CH2:33][CH2:31]5)[C:22]4=[O:25])=[CH:18][CH:17]=3)=[CH:14][CH:15]=2)=[O:8])=[CH:7][CH:6]=1. Reported procedure: The compound of example 587 was prepared analogous to compound of example 97 by reaction of compound of example 584 with 4-chloro benzoyl chloride. Reactants: C(C)(=O)C=1C=C(C(=O)OCC)C=CC1O (ethyl 3-acetyl-4-hydroxy-benzoate), [N+](=O)([O-])C1=C(C=O)C=CC=C1 (2-nitro-benzaldehyde), Cl (hydrochloric acid). The solvent is C(C)O (ethanol), N1CCCCC1 (piperidine), O (water). Product: C(=O)(OC)C=1C=C2C(CC(OC2=CC1)C1=C(C=CC=C1)[N+](=O)[O-])=O (6-carbomethoxy-2'-nitro-flavanone). RXN SMILES: [C:1]([C:4]1[CH:5]=[C:6]([CH:12]=[CH:13][C:14]=1[OH:15])[C:7]([O:9][CH2:10]C)=[O:8])(=[O:3])[CH3:2].[N+:16]([C:19]1[CH:26]=[CH:25][CH:24]=[CH:23][C:20]=1[CH:21]=O)([O-:18])=[O:17].Cl>C(O)C.N1CCCCC1.O>[C:7]([C:6]1[CH:5]=[C:4]2[C:14](=[CH:13][CH:12]=1)[O:15][CH:21]([C:20]1[CH:23]=[CH:24][CH:25]=[CH:26][C:19]=1[N+:16]([O-:18])=[O:17])[CH2:2][C:1]2=[O:3])([O:9][CH3:10])=[O:8]. Procedure: A mixture consisting of ethyl 3-acetyl-4-hydroxy-benzoate (6 g) and 2-nitro-benzaldehyde (5 g) dissolved in ethanol (100 ml and piperidine (100 ml) was kept at reflux temperature for 24 hours. The mixture was then cooled, diluted in water (800 ml), acidified with hydrochloric acid, extracted with ethylacetate, washed with water and evaporated to dryness to obtain as raw product, 6-carbomethoxy-2'-nitro-flavanone. This product (6.8 g) was dissolved in chloroform (40 ml) and treated with a solutio...